From a dataset of the Open Reaction Database (ORD), a public repository of structured organic reaction records. describe an organic reaction: reactants, conditions, products, and yield Starting materials: [Br-].C(CCCCCCCCCCCCCCCCC)NC(=O)OCC(COC(CCCCCC[N+]1=CSC=C1)=O)=C (1-Octadecylaminocarbonyloxy-3-[7-(3-thiazolio)heptanoyloxy]-2-methylenepropane bromide), C1(=CC=C(C=C1)S(=O)(=O)[O-])C.[Na+] (sodium 4-toluenesulfonate). The product is C1(=CC=C(C=C1)S(=O)(=O)[O-])C.C(CCCCCCCCCCCCCCCCC)NC(=O)OCC(COC(CCCCCC[N+]1=CSC=C1)=O)=C (1-Octadecylaminocarbonyloxy-3-[7-(3-thiazolio)heptanoyloxy]-2-methylenepropane 4-toluenesulfonate). As a reaction SMILES: [Br-].[CH2:2]([NH:20][C:21]([O:23][CH2:24][C:25](=[CH2:41])[CH2:26][O:27][C:28](=[O:40])[CH2:29][CH2:30][CH2:31][CH2:32][CH2:33][CH2:34][N+:35]1[CH:39]=[CH:38][S:37][CH:36]=1)=[O:22])[CH2:3][CH2:4][CH2:5][CH2:6][CH2:7][CH2:8][CH2:9][CH2:10][CH2:11][CH2:12][CH2:13][CH2:14][CH2:15][CH2:16][CH2:17][CH2:18][CH3:19].[C:42]1([CH3:52])[CH:47]=[CH:46][C:45]([S:48]([O-:51])(=[O:50])=[O:49])=[CH:44][CH:43]=1.[Na+]>>[C:42]1([CH3:52])[CH:43]=[CH:44][C:45]([S:48]([O-:51])(=[O:49])=[O:50])=[CH:46][CH:47]=1.[CH2:2]([NH:20][C:21]([O:23][CH2:24][C:25](=[CH2:41])[CH2:26][O:27][C:28](=[O:40])[CH2:29][CH2:30][CH2:31][CH2:32][CH2:33][CH2:34][N+:35]1[CH:39]=[CH:38][S:37][CH:36]=1)=[O:22])[CH2:3][CH2:4][CH2:5][CH2:6][CH2:7][CH2:8][CH2:9][CH2:10][CH2:11][CH2:12][CH2:13][CH2:14][CH2:15][CH2:16][CH2:17][CH2:18][CH3:19] |f:0.1,2.3,4.5|. Procedure details: 1-Octadecylaminocarbonyloxy-3-[7-(3-thiazolio)heptanoyloxy]-2-methylenepropane bromide (from Example 46) (0.25 g) was dissolved in 0.1M sodium 4-toluenesulfonate (50 ml) and passed through a column of Amberlite® XAD-7 (20-50 mesh, 15 ml). The column was washed with 0.1M sodium 4-(toluenesulfonate (15 ml) followed by water (45 ml). Nitrogen was passed through the column which finally was eluted with methanol (50 ml). The methanol eluate was evaporated to dryness in vacuo, and the desired product ... Reactants: CNCC1=CC=CC=C1 (N-methylbenzylamine), C(C)(C)(C)OC(=O)N[C@H](C(=O)O)C1=CC=CC=C1 ((S)-N-tert-butoxycarbonyl-2-phenylglycine), O.ON1N=NC2=C1C=CC=C2 (1-hydroxybenzotriazole hydrate), C1(CCCCC1)N=C=NC1CCCCC1 (N,N′-dicyclohexylcarbodimide). Solvent: ClCCl (dichloromethane), ClCCl (dichloromethane). Reaction conditions: temperature 2.5 celsius, time 15 minute. Yields the product C(C1=CC=CC=C1)N(C([C@H](C1=CC=CC=C1)NC(OC(C)(C)C)=O)=O)C (tert-butyl (S)-2-[benzyl(methyl)amino]-2-oxo-1-phenylethylcarbamate). RXN SMILES: [C:1]([O:5][C:6]([NH:8][C@@H:9]([C:13]1[CH:18]=[CH:17][CH:16]=[CH:15][CH:14]=1)[C:10]([OH:12])=O)=[O:7])([CH3:4])([CH3:3])[CH3:2].O.ON1C2C=CC=CC=2N=N1.C1(N=C=NC2CCCCC2)CCCCC1.[CH3:45][NH:46][CH2:47][C:48]1[CH:53]=[CH:52][CH:51]=[CH:50][CH:49]=1>ClCCl>[CH2:47]([N:46]([CH3:45])[C:10](=[O:12])[C@@H:9]([NH:8][C:6](=[O:7])[O:5][C:1]([CH3:2])([CH3:3])[CH3:4])[C:13]1[CH:18]=[CH:17][CH:16]=[CH:15][CH:14]=1)[C:48]1[CH:53]=[CH:52][CH:51]=[CH:50][CH:49]=1 |f:1.2|. Procedure: (S)-N-tert-butoxycarbonyl-2-phenylglycine (250 g) and 1-hydroxybenzotriazole hydrate (136.2 g) and N,N′-dicyclohexylcarbodimide (205.1 g) were combined in dichloromethane (3000 mL) at 0-5° C. and the mixture stirred for 15 minutes. A solution of N-methylbenzylamine (128.1 mL) in dichloromethane (835 mL) was added slowly, maintaining 0-5° C. The resulting slurry was allowed to warm to room temperature overnight before being filtered, washing the by-product solids with dichloromethane (500 mL). Th...